Dataset: the Open Reaction Database (ORD), a public repository of structured organic reaction records. Task: describe an organic reaction: reactants, conditions, products, and yield Starting materials: COC1=NC=C(C=C1)C=C (2-methoxy-5-vinyl-pyridine), [Na+].[I-] (NaI). Reagents/catalysts: [Pd] (Pd/C). Run in CO (MeOH). Reaction conditions: temperature 65 celsius, time 5 hour. The product is C(C)C=1C=CC(NC1)=O (5-Ethyl-1H-pyridin-2-one). Yield: 82.3%. RXN SMILES: C[O:2][C:3]1[CH:8]=[CH:7][C:6]([CH:9]=[CH2:10])=[CH:5][N:4]=1.[Na+].[I-]>CO.[Pd]>[CH2:9]([C:6]1[CH:7]=[CH:8][C:3](=[O:2])[NH:4][CH:5]=1)[CH3:10] |f:1.2|. Procedure: To a solution of 2-methoxy-5-vinyl-pyridine (2 g) in anhydrous MeOH was added Pd/C (10 wt %, 100 mg). The mixture was stirred under H2 atmosphere for 5 hours before it was filtered through a pad of celite. The solvent was removed in vacuo and the residue was taken directly into next step without further purification. The crude product from previous step was dissolved in anhydrous MeCN. To this solution was added NaI (3.3 g, 21.9 mmol) and TMSCI (2.8 mL, 21.9 mmol). The resulting mixture was heat... The reactants are NC=1C=CC(=C(C1)[C@]1(N=C(COCC1(F)F)N)C)F ((R)-5-(5-amino-2-fluorophenyl)-6,6-difluoro-5-methyl-2,5,6,7-tetrahydro-1,4-oxazepin-3-amine), FC(C=1N=CC(=NC1)C(=O)O)F (5-difluoromethyl-pyrazine-2-carboxylic acid). Product: C(=O)O.NC=1COCC([C@@](N1)(C)C=1C=C(C=CC1F)NC(=O)C1=NC=C(N=C1)C(F)F)(F)F ((R)-N-(3-(3-Amino-6,6-difluoro-5-methyl-2,5,6,7-tetrahydro-1,4-oxazepin-5-yl)-4-fluorophenyl)-5-(difluoromethyl)pyrazine-2-carboxamide formate). Reaction SMILES: [NH2:1][C:2]1[CH:3]=[CH:4][C:5]([F:19])=[C:6]([C@:8]2([CH3:18])[C:14]([F:16])([F:15])[CH2:13][O:12][CH2:11][C:10]([NH2:17])=[N:9]2)[CH:7]=1.[F:20][CH:21]([F:31])[C:22]1[N:23]=[CH:24][C:25]([C:28]([OH:30])=[O:29])=[N:26][CH:27]=1>>[CH:28]([OH:30])=[O:29].[NH2:17][C:10]1[CH2:11][O:12][CH2:13][C:14]([F:15])([F:16])[C@:8]([C:6]2[CH:7]=[C:2]([NH:1][C:28]([C:25]3[CH:24]=[N:23][C:22]([CH:21]([F:31])[F:20])=[CH:27][N:26]=3)=[O:29])[CH:3]=[CH:4][C:5]=2[F:19])([CH3:18])[N:9]=1 |f:2.3|. Reported procedure: The coupling of (R)-5-(5-amino-2-fluorophenyl)-6,6-difluoro-5-methyl-2,5,6,7-tetrahydro-1,4-oxazepin-3-amine (intermediate A10A) and 5-difluoromethyl-pyrazine-2-carboxylic acid (prepared according to Suzuki, Y. et al., Int. Patent Application Publ. No. WO2009091016) yielded the title compound as a white solid. MS (ISP): m/z=430.3 [M+H]+. The reactants are O=C(C(C(=O)OCC1=CC=CC=C1)CC1=CC(=CC=C1)OC(C(F)F)(F)F)C1=CC=C(C=C1)OC=1C=NC=CC1 (benzyl 3-oxo-3-[4-(pyridin-3-yloxy)phenyl]-2-[3-(1,1,2,2-tetrafluoroethoxy)benzyl]propanoate), C(O)([O-])=O.[Na+] (sodium hydrogen carbonate), Cl (hydrochloric acid), [BH4-].[Na+] (sodium borohydride). The reagents and catalysts are [Cl-].[Zn+2].[Cl-] (zinc chloride). Yields the product OC(C(C(=O)OCC1=CC=CC=C1)CC1=CC(=CC=C1)OC(C(F)F)(F)F)C1=CC=C(C=C1)OC=1C=NC=CC1 (benzyl (2RS,3RS)-3-hydroxy-3-[4-(pyridin-3-yloxy)phenyl]-2-[3-(1,1,2,2-tetrafluoroethoxy)benzyl]propanoate). Procedure details: To a solution of zinc chloride (2.95 g, 21.6 mmol) in diethyl ether (100 ml) was added sodium borohydride (1.64 g, 43.3 mmol), and the mixture was stirred at room temperature for 30 min. Insoluble material was filtered off, and a solution of benzyl 3-oxo-3-[4-(pyridin-3-yloxy)phenyl]-2-[3-(1,1,2,2-tetrafluoroethoxy)benzyl]propanoate (6.0 g, 10.8 mmol, crude) in diethyl ether (50 ml) was added to the filtrate at 0° C. The mixture was stirred for 30 min. and 1N hydrochloric acid was added to stop ... The solvent is C(C)OCC (diethyl ether), O (water), C(C)OCC (diethyl ether). Reaction conditions: time 30 minute. RXN SMILES: [BH4-].[Na+].[O:3]=[C:4]([C:30]1[CH:35]=[CH:34][C:33]([O:36][C:37]2[CH:38]=[N:39][CH:40]=[CH:41][CH:42]=2)=[CH:32][CH:31]=1)[CH:5]([CH2:16][C:17]1[CH:22]=[CH:21][CH:20]=[C:19]([O:23][C:24]([F:29])([F:28])[CH:25]([F:27])[F:26])[CH:18]=1)[C:6]([O:8][CH2:9][C:10]1[CH:15]=[CH:14][CH:13]=[CH:12][CH:11]=1)=[O:7].Cl.C(=O)([O-])O.[Na+]>C(OCC)C.[Cl-].[Zn+2].[Cl-].O>[OH:3][CH:4]([C:30]1[CH:31]=[CH:32][C:33]([O:36][C:37]2[CH:38]=[N:39][CH:40]=[CH:41][CH:42]=2)=[CH:34][CH:35]=1)[CH:5]([CH2:16][C:17]1[CH:22]=[CH:21][CH:20]=[C:19]([O:23][C:24]([F:29])([F:28])[CH:25]([F:27])[F:26])[CH:18]=1)[C:6]([O:8][CH2:9][C:10]1[CH:15]=[CH:14][CH:13]=[CH:12][CH:11]=1)=[O:7] |f:0.1,4.5,7.8.9|. Reactants: O=C([O-])[O-], CC(C)OC(C)C, COC(OC)c1cc(Cl)ccc1[N+](=O)[O-], ClCCl, [K+], [K+], O, Oc1ccccc1. Product: COC(OC)c1cc(Oc2ccccc2)ccc1[N+](=O)[O-]. As a reaction SMILES: [C:23](=[O:24])([O-:25])[O-:26].[CH:29]([O:30][CH:31]([CH3:32])[CH3:33])([CH3:34])[CH3:35].[Cl:1][c:2]1[cH:3][c:4]([CH:11]([O:12][CH3:13])[O:14][CH3:15])[c:5]([N+:8](=[O:9])[O-:10])[cH:6][cH:7]1.[Cl:36][CH2:37][Cl:38].[K+:27].[K+:28].[OH2:39].[OH:16][c:17]1[cH:18][cH:19][cH:20][cH:21][cH:22]1>>[c:2]1([O:16][c:17]2[cH:18][cH:19][cH:20][cH:21][cH:22]2)[cH:3][c:4]([CH:11]([O:12][CH3:13])[O:14][CH3:15])[c:5]([N+:8](=[O:9])[O-:10])[cH:6][cH:7]1. The reactants are [N+](=O)([O-])C1=CC=C(C(=O)O)C=C1 (p-nitrobenzoic acid), C1(OCCO1)=O (ethylene carbonate). The reagents and catalysts are [I-].C(C)[N+](CC)(CC)CC (tetraethylammonium iodide). The solvent is C(C)(=O)OCC (ethyl acetate). Reaction conditions: temperature 140 celsius. The product is [N+](=O)([O-])C1=CC=C(C(=O)OCCO)C=C1 (hydroxyethyl p-nitrobenzoate). The yield is 73.4%. As a reaction SMILES: [N+:1]([C:4]1[CH:12]=[CH:11][C:7]([C:8]([OH:10])=[O:9])=[CH:6][CH:5]=1)([O-:3])=[O:2].C1(=O)O[CH2:16][CH2:15][O:14]1>[I-].C([N+](CC)(CC)CC)C.C(OCC)(=O)C>[N+:1]([C:4]1[CH:5]=[CH:6][C:7]([C:8]([O:10][CH2:16][CH2:15][OH:14])=[O:9])=[CH:11][CH:12]=1)([O-:3])=[O:2] |f:2.3|. Reported procedure: A mixture of p-nitrobenzoic acid (33.4 g, 0.2 mole), ethylene carbonate (19.4 g, 0.22 mole) and tetraethylammonium iodide (9.6 g, 0.036 mole) was heated at 140° C. for 45 minutes. On cooling, the mixture was dissolved in ethyl acetate (500 ml) and washed with water (3×) and saturated sodium chloride. The organic solution was dried (MgSO4) and evaporated to dryness under reduced pressure. The residue was shown to be a mixture of the desired product and a small amount of the diester product, bis-(... Starting materials: C1(CCCCC1)C[C@@H](CN(C(=O)OCC[Si](C)(C)C)C)NC(C1=CC(C(=O)N(C)OC)=CC=C1)=O ((S)—N1-(1-cyclohexyl-3-(N-methyl-N-(2-(trimethylsilyl)ethoxycarbonyl)-amino)propan-2-yl)-N3-methoxy-N3-methylisophthalamide), COCCCC[Mg]Cl (4-methoxybutylmagnesium chloride). The solvent is C1CCOC1 (THF), C1CCOC1 (THF). Reaction conditions: time 2 hour. The product is C1(CCCCC1)C[C@@H](CN(C(=O)OCC[Si](C)(C)C)C)NC(C1=CC(=CC=C1)C(CCCCOC)=O)=O ((S)—N-(1-cyclohexyl-3-(N-methyl-N-(2-(trimethylsilyl)-ethoxycarbonyl)amino)propan-2-yl)-3-(5-methoxypentanoyl)benzamide). Reaction SMILES: [CH:1]1([CH2:7][C@H:8]([NH:21][C:22](=[O:35])[C:23]2[CH:34]=[CH:33][CH:32]=[C:25]([C:26](N(OC)C)=[O:27])[CH:24]=2)[CH2:9][N:10]([CH3:20])[C:11]([O:13][CH2:14][CH2:15][Si:16]([CH3:19])([CH3:18])[CH3:17])=[O:12])[CH2:6][CH2:5][CH2:4][CH2:3][CH2:2]1.[CH3:36][O:37][CH2:38][CH2:39][CH2:40][CH2:41][Mg]Cl>C1COCC1>[CH:1]1([CH2:7][C@H:8]([NH:21][C:22](=[O:35])[C:23]2[CH:34]=[CH:33][CH:32]=[C:25]([C:26](=[O:27])[CH2:41][CH2:40][CH2:39][CH2:38][O:37][CH3:36])[CH:24]=2)[CH2:9][N:10]([CH3:20])[C:11]([O:13][CH2:14][CH2:15][Si:16]([CH3:19])([CH3:17])[CH3:18])=[O:12])[CH2:6][CH2:5][CH2:4][CH2:3][CH2:2]1. Reported procedure: To a solution of (S)—N1-(1-cyclohexyl-3-(N-methyl-N-(2-(trimethylsilyl)ethoxycarbonyl)-amino)propan-2-yl)-N3-methoxy-N3-methylisophthalamide (0.7361 g, 1.46 mmol, 1.0 equiv) in THF (15 mL) was added 1.45 M 4-methoxybutylmagnesium chloride in THF (4 mL, 5.8 mmol, 4.0 equiv) at 0° C. under N2. After 2 h, the reaction mixture was quenched with 1 N aq HCl (15 mL) and extracted EtOAc (3×). The combined EtOAc extracts were dried over Na2SO4 and concentrated to afford crude (S)—N-(1-cyclohexyl-3-(N-met... Starting materials: O (water), [K+].[Br-] (KBr), [OH-].[Na+] (sodium hydroxide), C1(=CC=CC=C1)CC(=O)NC1[C@@H]2N(C(C(S2)(C)C)C2=NN=NN2)C1=O (6-(2-phenylacetamido)-2,2-dimethyl-3-(5-tetrazolyl)penam). The solvent is C(Cl)(Cl)Cl (chloroform). Yields the product C1(=CC=CC=C1)CC(=O)NC1[C@@H]2N(C(C(S2)(C)C)C2=NN=NN2)C1=O.NC1[C@@H]2N(C(C(S2)(C)C)C2=NN=NN2)C1=O (6-Amino-2,2-dimethyl-3-(5-tetrazolyl)penam 6-(2-Phenylacetamido)-2,2-dimethyl-3-(5-tetrazolyl)penam). Reaction SMILES: O.[OH-].[Na+].[C:4]1([CH2:10][C:11]([NH:13][CH:14]2[C:27](=[O:28])[N:16]3[CH:17]([C:22]4[NH:26][N:25]=[N:24][N:23]=4)[C:18]([CH3:21])([CH3:20])[S:19][C@H:15]23)=[O:12])[CH:9]=[CH:8][CH:7]=[CH:6][CH:5]=1.[K+].[Br-]>C(Cl)(Cl)Cl>[C:4]1([CH2:10][C:11]([NH:13][CH:14]2[C:27](=[O:28])[N:16]3[CH:17]([C:22]4[NH:23][N:24]=[N:25][N:26]=4)[C:18]([CH3:21])([CH3:20])[S:19][C@H:15]23)=[O:12])[CH:9]=[CH:8][CH:7]=[CH:6][CH:5]=1.[NH2:13][CH:14]1[C:27](=[O:28])[N:16]2[CH:17]([C:22]3[NH:23][N:24]=[N:25][N:26]=3)[C:18]([CH3:20])([CH3:21])[S:19][C@H:15]12 |f:1.2,4.5,7.8|. Procedure details: A flask containing 965 mg. of 6-amino-2,2-dimethyl-3-(1-[p-methoxybenzyl]tetrazol-5-yl)penam p-toluenesulfonate, 40 drops of anisole, and 5 ml. of trifluoroacetic acid is immersed in a water-bath maintained at 35°-40° C. The progress of the reaction is followed by removing samples at intervals, and recording their nuclear magnetic resonance spectra. After about 25 min., the removal of the p-methoxybenzyl group is found to be approximately 90% complete. At this point the reaction solution is adde... Reactants: resultant mixture, C([O-])([O-])=O.[Cs+].C(C)OC(C(CC1=CC=C(C=C1)OCCC1N(C(N(C1)CC1=CC=C(C=C1)OC)=O)C)(C)OC1=C(C=CC=C1)F)=O.[Cs+] (2-(2-Fluoro-phenoxy)-3-(4-{2-[1-(4-methoxy-benzyl)-3-methyl-2-oxo-imidazolidin-4-yl]-ethoxy}-phenyl)-2-methyl-propionic acid ethyl ester Cesium carbonate), C(C)OC(C(CC1=CC=C(C=C1)O)(C)OC1=C(C=CC=C1)F)=O (2-(2-Fluoro-phenoxy)-3-(4-hydroxy-phenyl)-2-methyl-propionic acid ethyl ester), COC1=CC=C(CN2C(N(C(C2)CCOS(=O)(=O)C2=CC=C(C=C2)C)C)=O)C=C1 (toluene-4-sulfonic acid 2-[1-(4-methoxy-benzyl)-3-methyl-2-oxo-imidazolidin-4-yl]-ethyl ester). Solvent: CN(C)C=O (DMF), C(C)(=O)OCC (ethyl acetate). Product: C(C1=CC=CC=C1)N1C(N(C(C1)CCOC1=CC=C(C=C1)CC(C(=O)O)(C)OC1=C(C=CC=C1)F)C)=O (3-{4-[2-(1-Benzyl-3-methyl-2-oxo-imidazolidin-4-yl)-ethoxy]-phenyl}-2-(2-fluoro-phenoxy)-2-methyl-propionic acid). Yield: 35777556.0%. As a reaction SMILES: C(=O)([O-])[O-].[Cs+].C([O:8][C:9](=[O:46])[C:10]([O:38][C:39]1[CH:44]=[CH:43][CH:42]=[CH:41][C:40]=1[F:45])([CH3:37])[CH2:11][C:12]1[CH:17]=[CH:16][C:15]([O:18][CH2:19][CH2:20][CH:21]2[CH2:25][N:24]([CH2:26][C:27]3[CH:32]=[CH:31][C:30](OC)=[CH:29][CH:28]=3)[C:23](=[O:35])[N:22]2[CH3:36])=[CH:14][CH:13]=1)C.[Cs+].C(OC(=O)C(OC1C=CC=CC=1F)(C)CC1C=CC(O)=CC=1)C.COC1C=CC(CN2CC(CCOS(C3C=CC(C)=CC=3)(=O)=O)N(C)C2=O)=CC=1>CN(C=O)C.C(OCC)(=O)C>[CH2:26]([N:24]1[CH2:25][CH:21]([CH2:20][CH2:19][O:18][C:15]2[CH:16]=[CH:17][C:12]([CH2:11][C:10]([O:38][C:39]3[CH:44]=[CH:43][CH:42]=[CH:41][C:40]=3[F:45])([CH3:37])[C:9]([OH:46])=[O:8])=[CH:13][CH:14]=2)[N:22]([CH3:36])[C:23]1=[O:35])[C:27]1[CH:32]=[CH:31][CH:30]=[CH:29][CH:28]=1 |f:0.1.2.3|. Procedure: 2-(2-Fluoro-phenoxy)-3-(4-{2-[1-(4-methoxy-benzyl)-3-methyl-2-oxo-imidazolidin-4-yl]-ethoxy}-phenyl)-2-methyl-propionic acid ethyl ester Cesium carbonate (6.12 g, 18.76 nmol) is added to a solution of 2-(2-Fluoro-phenoxy)-3-(4-hydroxy-phenyl)-2-methyl-propionic acid ethyl ester 1.99 g, 6.26 mmol) and toluene-4-sulfonic acid 2-[1-(4-methoxy-benzyl)-3-methyl-2-oxo-imidazolidin-4-yl]-ethyl ester (2.88 g, 6.88 mmol) in DMF (20 mL). The resultant mixture is stirred at 65° C. under an atmosphere of ni... Reaction SMILES: [Br:1][N:2]1[C:3](=[O:4])[CH2:5][CH2:6][C:7]1=[O:8].[Cl:31][CH:32]([Cl:33])[Cl:34].[Cl:9][c:10]1[cH:11][cH:12][c:13]([CH2:14][NH:15][C:16](=[O:17])[c:18]2[c:19](=[O:28])[c:20]3[c:21]([n:22]([CH3:24])[cH:23]2)[o:25][cH:26][cH:27]3)[cH:29][cH:30]1>>[Br:1][c:26]1[o:25][c:21]2[c:20]([c:19](=[O:28])[c:18]([C:16]([NH:15][CH2:14][c:13]3[cH:12][cH:11][c:10]([Cl:9])[cH:30][cH:29]3)=[O:17])[cH:23][n:22]2[CH3:24])[cH:27]1. Starting materials: O=C1CCC(=O)N1Br, ClC(Cl)Cl, Cn1cc(C(=O)NCc2ccc(Cl)cc2)c(=O)c2ccoc21. Yields the product Cn1cc(C(=O)NCc2ccc(Cl)cc2)c(=O)c2cc(Br)oc21.